From a dataset of the Open Reaction Database (ORD), a public repository of structured organic reaction records. describe an organic reaction: reactants, conditions, products, and yield Starting materials: BrC1=CC(=C(C(=O)O)C=C1)C (4-bromo-2-methyl-benzoic acid), ClN1C(CCC1=O)=O (N-chlorosuccinimide), O (water). The reagents and catalysts are C(C)(=O)[O-].[Pd+2].C(C)(=O)[O-] (palladium (II) acetate). Solvent: CN(C)C=O (DMF). Reaction conditions: temperature 100 celsius. Yields the product BrC1=CC(=C(C(=O)O)C(=C1)C)Cl (4-bromo-2-chloro-6-methyl-benzoic acid). As a reaction SMILES: [Br:1][C:2]1[CH:10]=[CH:9][C:5]([C:6]([OH:8])=[O:7])=[C:4]([CH3:11])[CH:3]=1.[Cl:12]N1C(=O)CCC1=O.O>CN(C=O)C.C([O-])(=O)C.[Pd+2].C([O-])(=O)C>[Br:1][C:2]1[CH:3]=[C:4]([CH3:11])[C:5]([C:6]([OH:8])=[O:7])=[C:9]([Cl:12])[CH:10]=1 |f:4.5.6|. Procedure: A mixture of 4-bromo-2-methyl-benzoic acid (6.45 g, 30 mmol,), N-chlorosuccinimide (4.67 g, 35 mmol), and palladium (II) acetate (0.675 g, 3 mmol) in dry DMF (35 mL) was heated under a nitrogen atmosphere at 100° C. for 36 h. After this time, the reaction mixture was cooled to ambient temperature and poured into water. The aqueous solution was extracted with ethyl acetate (2×100 mL) and the combined organic extracts washed with aqueous sodium thiosulphate (30 mL) and then brine (30 mL). The rema... Starting materials: CCO, CCOC(=O)c1cc(=O)c(-c2ccc(OC)cc2)co1, N. Yields the product COc1ccc(-c2coc(C(N)=O)cc2=O)cc1. Reaction SMILES: [CH3:22][CH2:23][OH:24].[CH3:2][O:3][c:4]1[cH:5][cH:6][c:7](-[c:10]2[c:11](=[O:21])[cH:12][c:13]([C:16](=[O:17])[O:18][CH2:19][CH3:20])[o:14][cH:15]2)[cH:8][cH:9]1.[NH3:1]>>[NH2:1][C:16]([c:13]1[cH:12][c:11](=[O:21])[c:10](-[c:7]2[cH:6][cH:5][c:4]([O:3][CH3:2])[cH:9][cH:8]2)[cH:15][o:14]1)=[O:17]. The reactants are C(=O)(O)[O-].[Na+] (NaHCO3), ClC1=C(C(=O)OC)C(=CC(=N1)Cl)C#N (methyl 2,6-dichloro-4-cyanonicotinate), CCN(C(C)C)C(C)C (DIPEA), CSC=1C=C(N)C=CC1 (3-(methylthio)aniline). Procedure details: A mixture of methyl 2,6-dichloro-4-cyanonicotinate (340.8 mg, 1.475 mmol), DIPEA (0.3 mL, 1.718 mmol) and 3-(methylthio)aniline (234.8 mg, 1.687 mmol) in CH3CN (5 mL) was stirred at 60° C. for 2 days. After the mixture was cooled, saturated aq NaHCO3 (30 mL) was added and the mixture was extracted with EtOAc (2×30 mL). The organic layers were washed with saturated aq NaHCO3 (20 mL), water (20 mL) and brine (20 mL), were dried over anhydrous Na2SO4, and then filtered through SiO2. The filtrate wa... Yields the product ClC1=NC(=C(C(=O)OC)C(=C1)C#N)NC1=CC(=CC=C1)SC (Methyl 6-chloro-4-cyano-2-(3-(methylthio)phenylamino)nicotinate). Solvent: CC#N (CH3CN). As a reaction SMILES: Cl[C:2]1[N:11]=[C:10]([Cl:12])[CH:9]=[C:8]([C:13]#[N:14])[C:3]=1[C:4]([O:6][CH3:7])=[O:5].CCN(C(C)C)C(C)C.[CH3:24][S:25][C:26]1[CH:27]=[C:28]([CH:30]=[CH:31][CH:32]=1)[NH2:29].C([O-])(O)=O.[Na+]>CC#N>[Cl:12][C:10]1[CH:9]=[C:8]([C:13]#[N:14])[C:3]([C:4]([O:6][CH3:7])=[O:5])=[C:2]([NH:29][C:28]2[CH:30]=[CH:31][CH:32]=[C:26]([S:25][CH3:24])[CH:27]=2)[N:11]=1 |f:3.4|. Isolated yield 32.1%. Run at temperature 60 celsius, time 2 day.